From a dataset of the Open Reaction Database (ORD), a public repository of structured organic reaction records. describe an organic reaction: reactants, conditions, products, and yield The reactants are [Al+3], [Cl-], [Cl-], [Cl-], [Cl-], Clc1cccc(Cl)c1, O=C(O)c1cccc(Cl)n1, Cl. Product: O=C(c1cccc(Cl)n1)c1ccc(Cl)cc1Cl. Reaction SMILES: [Al+3:2].[Cl-:1].[Cl-:3].[Cl-:4].[Cl-:5].[Cl:16][c:17]1[cH:18][cH:19][cH:20][c:21]([Cl:22])[cH:23]1.[Cl:6][c:7]1[cH:8][cH:9][cH:10][c:11]([C:13](=[O:14])[OH:15])[n:12]1.[ClH:24]>>[Cl:6][c:7]1[cH:8][cH:9][cH:10][c:11]([C:13](=[O:15])[c:20]2[cH:19][cH:18][c:17]([Cl:16])[cH:23][c:21]2[Cl:22])[n:12]1. Starting materials: C(C)(C)(C)OC(=O)N[C@@H](CC(=O)OCC1=CC=CC=C1)CO ((S)-benzyl 3-((tert-butoxycarbonyl)amino)-4-hydroxybutanoate), N1=CC=CC=C1 (pyridine), C1(=CC=C(C=C1)S(=O)(=O)OS(=O)(=O)C1=CC=C(C=C1)C)C (p-toluenesulfonic anhydride). Run in C(Cl)Cl (DCM), ClCCCl (DCE). Product: O=C1OC[C@@H](N1)CC(=O)OCC1=CC=CC=C1 ((S)-benzyl 2-(2-oxooxazolidin-4-yl)acetate). The yield is 80.7%. As a reaction SMILES: C(O[C:6]([NH:8][C@H:9]([CH2:21][OH:22])[CH2:10][C:11]([O:13][CH2:14][C:15]1[CH:20]=[CH:19][CH:18]=[CH:17][CH:16]=1)=[O:12])=[O:7])(C)(C)C.N1C=CC=CC=1.C1(C)C=CC(S(OS(C2C=CC(C)=CC=2)(=O)=O)(=O)=O)=CC=1>ClCCCl.C(Cl)Cl>[O:7]=[C:6]1[NH:8][C@@H:9]([CH2:10][C:11]([O:13][CH2:14][C:15]2[CH:16]=[CH:17][CH:18]=[CH:19][CH:20]=2)=[O:12])[CH2:21][O:22]1. Reported procedure: To a solution of (S)-benzyl 3-((tert-butoxycarbonyl)amino)-4-hydroxybutanoate (16.3 g, 52.7 mmol) and pyridine (10.65 ml, 132 mmol) in DCE (157 mL) at 0° C. was added p-toluenesulfonic anhydride (17.10 g, 52.4 mmol) in two portions over 5 min. The mixture was stirred for a few minutes, then allowed to warm to room temperature and stirred for 1 hr. The mixture was heated for 6 hr at 92° C. and then allowed to cool to room temperature. The mixture was diluted with DCM (80 mL), washed with 1N aqueo... The reactants are [OH-].[Na+] (Sodium hydroxide), C(C)OC(=O)C1CN(CCC1)CCSC1C2=C(CCC3=C1C=CC=C3)C=CC=C2 (1-(2-(10,11-dihydro-5H-dibenzo[a,d]cyclohepten-5-ylsulfanyl)ethyl)-3-piperidine carboxylic acid ethyl ester), Cl (hydrochloric acid). The solvent is C(C)O (ethanol). Conditions: time 1 hour. Product: Cl.C1=CC=CC=2C(C3=C(CCC21)C=CC=C3)SCCN3CC(CCC3)C(=O)O (1-(2-(10,11-Dihydro-5H-dibenzo[a,d]cyclohepten-5-ylsulfanyl)ethyl)-3-piperidinecarboxylic acid hydrochloride). Yield: 62.0%. RXN SMILES: C([O:3][C:4]([CH:6]1[CH2:11][CH2:10][CH2:9][N:8]([CH2:12][CH2:13][S:14][CH:15]2[C:21]3[CH:22]=[CH:23][CH:24]=[CH:25][C:20]=3[CH2:19][CH2:18][C:17]3[CH:26]=[CH:27][CH:28]=[CH:29][C:16]2=3)[CH2:7]1)=[O:5])C.[OH-].[Na+].[ClH:32]>C(O)C>[ClH:32].[CH:26]1[C:17]2[CH2:18][CH2:19][C:20]3[CH:25]=[CH:24][CH:23]=[CH:22][C:21]=3[CH:15]([S:14][CH2:13][CH2:12][N:8]3[CH2:9][CH2:10][CH2:11][CH:6]([C:4]([OH:5])=[O:3])[CH2:7]3)[C:16]=2[CH:29]=[CH:28][CH:27]=1 |f:1.2,5.6|. Procedure details: The above ester (1.23 g, 0.003 mol) was dissolved in ethanol (15 ml). 2 N Sodium hydroxide (4.0 ml) was added and the mixture was stirred for 1 h at room temperature. The solution was made acidic (pH 1) by addition of excess 1 N hydrochloric acid and concentrated in vacuo to remove ethanol. The remainder was extracted with diethyl ether (50 ml) and redissolved in dichloromethane (50 ml). The organic phase was dried (Na2SO4) and concentrated in vacuo. Crystallisation of the remainder from acetone... Reactants: C(C)OC(CC(C1=CNC2=CC=CC=C12)C1=CC=C2C=CNC2=C1)=O (3-(1H-Indol-6-yl)-3-(1H-indol-3-yl)-propionic acid ethyl ester), [NH4+].[Cl-] (NH4Cl), CN.Cl (MeNH2.HCl), C[Al](C)C (Me3Al). Run in C1=CC=CC=C1 (benzene), C1=CC=CC=C1 (benzene). Reaction conditions: time 1.25 hour. Product: N1C=CC2=CC=C(C=C12)C(CC(=O)NC)C1=CNC2=CC=CC=C12 (3-(1H-Indol-6-yl)-3-(1H-indol-3-yl)-N-methyl-propionamide). As a reaction SMILES: [CH3:1][NH2:2].Cl.[CH3:4][Al](C)C.C([O:10][C:11](=O)[CH2:12][CH:13]([C:23]1[CH:31]=[C:30]2[C:26]([CH:27]=CN2)=[CH:25][CH:24]=1)[C:14]1[C:22]2[C:17](=[CH:18][CH:19]=[CH:20][CH:21]=2)[NH:16][CH:15]=1)C.[NH4+:33].[Cl-]>C1C=CC=CC=1>[NH:2]1[C:30]2[C:26](=[CH:25][CH:24]=[C:23]([CH:13]([C:14]3[C:22]4[C:17](=[CH:18][CH:19]=[CH:20][CH:21]=4)[NH:16][CH:15]=3)[CH2:12][C:11]([NH:33][CH3:4])=[O:10])[CH:31]=2)[CH:27]=[CH:1]1 |f:0.1,4.5|. Procedure details: To a 0° C. suspension of MeNH2.HCl (97.9 mg, 1.45 mmol) in benzene (4 ml) was added Me3Al (2 M in toluene, 746 μl, 1.45 mmol). The mixture was stirred for 5 minutes and at room temperature for about 1.25 hours. A suspension of 3-(1H-indol-6-yl)-3-(1H-indol-3-yl)-propionic acid ethyl ester XXVII in benzene (15 ml) was added, and the resulting reaction mixture was stirred at reflux for 8 hours, and at room temperature for 16 hours. The reaction mixture was diluted with a saturated solution of NH4C... Starting materials: pME101VB01-yafB-mgsA-gldA, O=C[C@H](O)[C@@H](O)[C@H](O)[C@H](O)CO (glucose), pME101VB01-yqhE-mgsA-gldA, C(C(C)O)O (1,2-propanediol), CC(=O)CO (acetol), C1COCCN1CCCS(=O)(=O)O (MOPS), pME101VB01-yqhD-mgsA-gldA, O=C[C@H](O)[C@@H](O)[C@H](O)[C@H](O)CO (glucose). Yields the product C(C(C)O)O (1,2-propanediol), C(C(C)O)O.CC(=O)CO (1,2-propanediol acetol), O=C[C@H](O)[C@@H](O)[C@H](O)[C@H](O)CO (glucose). RXN SMILES: [O:1]=[CH:2][C@@H:3]([C@H:5]([C@@H:7]([C@@H:9]([CH2:11][OH:12])[OH:10])[OH:8])[OH:6])[OH:4].C1N(CCCS(O)(=O)=O)CCOC1.[CH2:26]([OH:30])[CH:27]([OH:29])[CH3:28].[CH3:31][C:32]([CH2:34][OH:35])=[O:33]>>[CH2:2]([OH:1])[CH:3]([OH:4])[CH3:5].[CH2:26]([OH:30])[CH:27]([OH:29])[CH3:28].[CH3:31][C:32]([CH2:34][OH:35])=[O:33].[O:1]=[CH:2][C@@H:3]([C@H:5]([C@@H:7]([C@@H:9]([CH2:11][OH:12])[OH:10])[OH:8])[OH:6])[OH:4] |f:5.6|. Procedure details: The strains obtained as described in example 4 (strains 1, 2 and 3) and the control strains (control 1: MG1655 pME101VB01-yqhD-mgsA-gldA, control 2: MG1655 pME101VB01-yafB-mgsA-gldA, control 3: MG1655 pME101VB01-yqhE-mgsA-gldA and control 4: MG1655 Ptrc16-gapA, Δedd-eda, ΔgloA, ΔpykA, ΔpykF) were cultivated in an Erlenmeyer flask assay under aerobic conditions in minimal medium with glucose as carbon source. The culture was carried out at 34° C. or 37° C. and the pH was maintained by buffering t... Reactants: C1OC2=CC=CC(=C2O1)N, C1CC1C(=O)NC2=NC=CC(=C2)Cl. Reagents/catalysts: C(=O)([O-])[O-].[Cs+].[Cs+], CC1(C2=C(C(=CC=C2)P(C3=CC=CC=C3)C4=CC=CC=C4)OC5=C1C=CC=C5P(C6=CC=CC=C6)C7=CC=CC=C7)C, CC(=O)O.CC(=O)O.[Pd]. Solvent: CC(=O)N(C)C. Run at temperature 150 celsius. The product is C1CC1C(=O)NC2=NC=CC(=C2)NC3=C4C(=CC=C3)OCO4. Yield: 50.7%. Procedure details: benzo[d][1,3]dioxol-4-amine (100 mg, 0.73 mmol), N-(4-chloropyridin-2-yl)cyclopropanecarboxamide (143 mg, 0.73 mmol), XANTPHOS (50.6 mg, 0.09 mmol), PALLADIUM(II) ACETATE (8.19 mg, 0.04 mmol) and CESIUM CARBONATE (475 mg, 1.46 mmol) were suspended in DMA (3mL) and sealed into a microwave tube. The reaction was heated to 150 °C for 1.5 hours in the microwave reactor and cooled to RT. LC/MS showed completion.  The crude product was purified by ion exchange chromatography, using an SCX column. The ... Starting materials: CCCCC(Br)(CCCC)c1ccc(F)cc1, CCOC(C)=O, ClCCl, [Na+], [Na+], O=C(OO)c1cccc(Cl)c1, O=S([O-])[O-]. Yields the product O=S(=O)=C(Br)c1ccc(F)cc1. RXN SMILES: [CH2:1]([C:5]([CH2:2][CH2:3][CH2:4][CH3:13])([c:6]1[cH:7][cH:8][c:9]([F:12])[cH:10][cH:11]1)[Br:17])[CH2:14][CH2:15][CH3:16].[CH3:35][CH2:36][O:37][C:38](=[O:39])[CH3:40].[Cl:41][CH2:42][Cl:43].[Na+:33].[Na+:34].[OH:18][O:19][C:20]([c:21]1[cH:22][c:23]([Cl:24])[cH:25][cH:26][cH:27]1)=[O:28].[S:29](=[O:30])([O-:31])[O-:32]>>[C:5]([c:6]1[cH:7][cH:8][c:9]([F:12])[cH:10][cH:11]1)([Br:17])=[S:29](=[O:30])=[O:31].